This data is from the Open Reaction Database (ORD), a public repository of structured organic reaction records. The task is: describe an organic reaction: reactants, conditions, products, and yield Starting materials: [BH4-], C1CCOC1, [Li]CCCC, CO, CN(C)CCn1cncn1, Cl, [Na+], CN(C)C=O, O. Product: CN(C)CCn1ncnc1CO. As a reaction SMILES: [BH4-:21].[CH2:24]1[O:25][CH2:26][CH2:27][CH2:28]1.[CH3:1][CH2:2][CH2:3][CH2:4][Li:5].[CH3:30][OH:31].[CH3:6][N:7]([CH2:8][CH2:9][n:10]1[n:11][cH:12][n:13][cH:14]1)[CH3:15].[ClH:23].[Na+:22].[O:16]=[CH:17][N:18]([CH3:19])[CH3:20].[OH2:29]>>[CH3:6][N:7]([CH2:8][CH2:9][n:10]1[n:11][cH:12][n:13][c:14]1[CH2:17][OH:16])[CH3:15]. Reactants: CCOC(=O)c1ccc(C=C(C)C)s1, C1COCCO1, O. Product: CCOC(=O)c1ccc(C=C(C)C=O)s1. As a reaction SMILES: [C:1](=[O:2])([O:3][CH2:4][CH3:5])[c:6]1[cH:7][cH:8][c:9]([CH:11]=[C:12]([CH3:13])[CH3:14])[s:10]1.[O:16]1[CH2:17][CH2:18][O:19][CH2:20][CH2:21]1.[OH2:15]>>[C:1](=[O:2])([O:3][CH2:4][CH3:5])[c:6]1[cH:7][cH:8][c:9]([CH:11]=[C:12]([CH3:13])[CH:14]=[O:15])[s:10]1. Reactants: O=C([O-])[O-], CS(=O)(=O)c1ccc(B(O)O)cc1, COCCOC, CNC(=O)c1cccc2nc(C(C)Nc3ncnc(N)c3I)n(C3CC3)c12, [Na+], [Na+], O. Product: CNC(=O)c1cccc2nc(C(C)Nc3ncnc(N)c3-c3ccc(S(C)(=O)=O)cc3)n(C3CC3)c12. RXN SMILES: [C:28](=[O:29])([O-:30])[O-:31].[CH3:34][S:35](=[O:36])(=[O:37])[c:38]1[cH:39][cH:40][c:41]([B:44]([OH:45])[OH:46])[cH:42][cH:43]1.[CH3:47][O:48][CH2:49][CH2:50][O:51][CH3:52].[NH2:1][c:2]1[c:3]([I:27])[c:4]([NH:8][CH:9]([CH3:10])[c:11]2[n:12][c:13]3[c:14]([n:15]2[CH:16]2[CH2:17][CH2:18]2)[c:19]([C:23](=[O:24])[NH:25][CH3:26])[cH:20][cH:21][cH:22]3)[n:5][cH:6][n:7]1.[Na+:32].[Na+:33].[OH2:53]>>[NH2:1][c:2]1[c:3](-[c:41]2[cH:40][cH:39][c:38]([S:35]([CH3:34])(=[O:36])=[O:37])[cH:43][cH:42]2)[c:4]([NH:8][CH:9]([CH3:10])[c:11]2[n:12][c:13]3[c:14]([n:15]2[CH:16]2[CH2:17][CH2:18]2)[c:19]([C:23](=[O:24])[NH:25][CH3:26])[cH:20][cH:21][cH:22]3)[n:5][cH:6][n:7]1. The reactants are C(C1=CC=CC=C1)OC1=CC=C(C[C@@H]([C@@H](CNCC(C)C)O)NC(OC(C)(C)C)=O)C=C1 (tert-butyl (1S,2R)-1-[4-(benzyloxy)benzyl]-2-hydroxy-3-(isobutylamino)propylcarbamate), [H][H] (hydrogen). The reagents and catalysts are [Pd] (palladium). Run in O1CCCC1 (tetrahydrofuran). Product: O[C@@H]([C@H](CC1=CC=C(C=C1)O)NC(OC(C)(C)C)=O)CNCC(C)C (tert-butyl (1S,2R)-2-hydroxy-1-(4-hydroxybenzyl)-3-(isobutylamino)propylcarbamate). The yield is 103.2%. RXN SMILES: C([O:8][C:9]1[CH:32]=[CH:31][C:12]([CH2:13][C@H:14]([NH:23][C:24](=[O:30])[O:25][C:26]([CH3:29])([CH3:28])[CH3:27])[C@H:15]([OH:22])[CH2:16][NH:17][CH2:18][CH:19]([CH3:21])[CH3:20])=[CH:11][CH:10]=1)C1C=CC=CC=1.[H][H]>O1CCCC1.[Pd]>[OH:22][C@H:15]([CH2:16][NH:17][CH2:18][CH:19]([CH3:21])[CH3:20])[C@@H:14]([NH:23][C:24](=[O:30])[O:25][C:26]([CH3:29])([CH3:28])[CH3:27])[CH2:13][C:12]1[CH:11]=[CH:10][C:9]([OH:8])=[CH:32][CH:31]=1. Reported procedure: To a stirred solution of tert-butyl (1S,2R)-1-[4-(benzyloxy)benzyl]-2-hydroxy-3-(isobutylamino)propylcarbamate (0.5 g, 1.1 mmol) in anhydrous tetrahydrofuran (12 mL) was added 0.5 g of palladium (on charcoal, 10% Pd, Degussa type). The mixture was stirred under an atmospheric pressure of hydrogen for 12 hours. The catalyst was filtered and the solvent was removed under reduced pressure resulting in 0.4 g (98%) of the title compound. 1H-NMR (CDCl3): δ 0.92 (6H,dd), 1.35 (9H,s), 1.83 (1H,m), 2.44-... Starting materials: ClCC1=NNC=N1 (3-(Chloromethyl)-1H-1,2,4-triazole), O1C(=NC2=C1C=CC=C2)N2[C@@H](CCCC2)C(=O)N[C@@H]2CNCC2 ((2S)-1-(1,3-benzoxazol-2-yl)-N2-[(3S)pyrrolidin-3-yl]-2-piperidinecarboxamide), C([O-])([O-])=O.[K+].[K+] (potassium carbonate), [I-].[Na+] (sodium iodide). The solvent is C(C)#N (acetonitrile). Run at time 18 hour. Yields the product N (ammonia), O1C(=NC2=C1C=CC=C2)N2[C@@H](CCCC2)C(=O)N[C@@H]2CN(CC2)CC2=NNC=N2 ((2S)-1-(1,3-benzoxazol-2-yl)-N2-[(3S)-1-(1H-1,2,4-triazol-3-ylmethyl)pyrrolidin-3-yl]-2-piperidinecarboxamide). The yield is 10.9%. RXN SMILES: Cl[CH2:2][C:3]1[N:7]=[CH:6][NH:5][N:4]=1.[O:8]1[C:12]2[CH:13]=[CH:14][CH:15]=[CH:16][C:11]=2[N:10]=[C:9]1[N:17]1[CH2:22][CH2:21][CH2:20][CH2:19][C@H:18]1[C:23]([NH:25][C@H:26]1[CH2:30][CH2:29][NH:28][CH2:27]1)=[O:24].C(=O)([O-])[O-].[K+].[K+].[I-].[Na+]>C(#N)C>[NH3:4].[O:8]1[C:12]2[CH:13]=[CH:14][CH:15]=[CH:16][C:11]=2[N:10]=[C:9]1[N:17]1[CH2:22][CH2:21][CH2:20][CH2:19][C@H:18]1[C:23]([NH:25][C@H:26]1[CH2:30][CH2:29][N:28]([CH2:2][C:3]2[N:7]=[CH:6][NH:5][N:4]=2)[CH2:27]1)=[O:24] |f:2.3.4,5.6|. Procedure: 3-(Chloromethyl)-1H-1,2,4-triazole (70.8 mg) [see Bazhenov D. N. et al Zh. Org. Khim, (1994), 30(5), 791-792 and references cited therein] was added to a solution of (2S)-1-(1,3-benzoxazol-2-yl)-N2-[(3S)pyrrolidin-3-yl]-2-piperidinecarboxamide (91.8 mg) [see Example 4], potassium carbonate (91 mg) and sodium iodide (10 mg) in acetonitrile (10 ml) at 0° C. The reaction mixture was stirred at room temperature for 18 hours, after which time the solvent was removed under reduced pressure and the res... The reactants are C(#N)C=1C=CC2=C(SC3=C(C=C2)C=C(C=C3)F)C1 (3-Cyano-8-fluorodibenzo[b,f]thiepine), [OH-].[Na+] (sodium hydroxide), C(C)O (ethanol). Conditions: time 30 minute. Product: FC=1C=CC2=C(C=CC3=C(S2)C=C(C=C3)C(=O)O)C1 (8-Fluorodibenzo[b,f]thiepin-3-carboxylic Acid). Reaction SMILES: C(C1[CH:4]=[CH:5][C:6]2[CH:12]=[CH:11][C:10]3[CH:13]=[C:14]([F:17])[CH:15]=[CH:16][C:9]=3[S:8][C:7]=2[CH:18]=1)#N.[OH-:19].[Na+].[CH2:21]([OH:23])[CH3:22]>>[F:17][C:14]1[CH:15]=[CH:16][C:9]2[S:8][C:7]3[CH:18]=[C:22]([C:21]([OH:19])=[O:23])[CH:4]=[CH:5][C:6]=3[CH:12]=[CH:11][C:10]=2[CH:13]=1 |f:1.2|. Procedure details: Suspend 300 mg. of the cyano compound of Step 1 in 8 ml. of 20% aqueous sodium hydroxide and 8 ml. of absolute ethanol. Reflux under nitrogen for 2 hours. Evaporate the ethanol. Acidify the suspension with 20% hydrochloric acid and separate the solids by filtration. Dissolve the residue in 20 ml. of hot methanol and add a few drops of concentrated hydrochloric acid. Evaporate the methanol, dilute with ether and evaporate again. Dilute with water, stir for 30 minutes, and filter. Wash the solids ...